Dataset: the Open Reaction Database (ORD), a public repository of structured organic reaction records. Task: describe an organic reaction: reactants, conditions, products, and yield The reactants are COC(C1=C(C=C(C=C1)Br)SC(N(C)C)=O)=O (4-bromo-2-dimethylcarbamoylsulfanyl-benzoic acid methyl ester), O.[OH-].[Li+] (lithium hydroxide hydrate). The solvent is C1CCOC1.CO.O (THF MeOH H2O). Reaction conditions: time 6 hour. Yields the product BrC1=CC(=C(C(=O)O)C=C1)SC(N(C)C)=O (4-bromo-2-dimethylcarbamoylsulfanyl-benzoic acid). Yield: 85.5%. Reaction SMILES: C[O:2][C:3](=[O:17])[C:4]1[CH:9]=[CH:8][C:7]([Br:10])=[CH:6][C:5]=1[S:11][C:12](=[O:16])[N:13]([CH3:15])[CH3:14].O.[OH-].[Li+]>C1COCC1.CO.O>[Br:10][C:7]1[CH:8]=[CH:9][C:4]([C:3]([OH:17])=[O:2])=[C:5]([S:11][C:12](=[O:16])[N:13]([CH3:14])[CH3:15])[CH:6]=1 |f:1.2.3,4.5.6|. Reported procedure: A mixture of 4-bromo-2-dimethylcarbamoylsulfanyl-benzoic acid methyl ester (2.04 g, 6.42 mmol) and lithium hydroxide hydrate (404 mg, 9.62 mmol) in (1/1/1) THF/MeOH/H2O (21 mL) was stirred at room temperature for 6 h. The reaction mixture was concentrated to remove most organic solvents. The residue was diluted with water (100 mL) and extracted with EtOAc (20 mL), which is discarded. The aqueous layer was acidified to pH 3-4 using 1 N HCl and extracted with EtOAc (2×100 mL). The combined organic... The reactants are CCC(CC)(CCCBr)O[Si](CC)(CC)CC, CC(C)(O)C1=CCC2C3=CC=C4CC(O[Si](C)(C)C(C)(C)C)CC(O[Si](C)(C)C(C)(C)C)C4(C)C3CCC12C, C1COCCOCCOCCOCCO1, [H-], [Na+], C1CCOC1. Yields the product CCC(CC)(CCCOC(C)(C)C1=CCC2C3=CC=C4CC(O[Si](C)(C)C(C)(C)C)CC(O[Si](C)(C)C(C)(C)C)C4(C)C3CCC12C)O[Si](CC)(CC)CC. Reaction SMILES: [Br:40][CH2:41][CH2:42][CH2:43][C:44]([CH2:45][CH3:46])([O:47][Si:48]([CH2:49][CH3:50])([CH2:51][CH3:52])[CH2:53][CH3:54])[CH2:55][CH3:56].[C:1]([CH3:2])([CH3:3])([CH3:4])[Si:5]([O:6][CH:7]1[CH2:8][CH:9]([O:30][Si:31]([CH3:32])([CH3:33])[C:34]([CH3:35])([CH3:36])[CH3:37])[CH2:10][C:11]2=[CH:12][CH:13]=[C:14]3[CH:15]4[CH2:16][CH:17]=[C:18]([C:19]([CH3:20])([CH3:21])[OH:22])[C:23]4([CH3:29])[CH2:24][CH2:25][CH:26]3[C:27]12[CH3:28])([CH3:38])[CH3:39].[CH2:59]1[O:60][CH2:61][CH2:62][O:63][CH2:64][CH2:65][O:66][CH2:67][CH2:68][O:69][CH2:70][CH2:71][O:72][CH2:73]1.[H-:57].[Na+:58].[O:74]1[CH2:75][CH2:76][CH2:77][CH2:78]1>>[C:1]([CH3:2])([CH3:3])([CH3:4])[Si:5]([O:6][CH:7]1[CH2:8][CH:9]([O:30][Si:31]([CH3:32])([CH3:33])[C:34]([CH3:35])([CH3:36])[CH3:37])[CH2:10][C:11]2=[CH:12][CH:13]=[C:14]3[CH:15]4[CH2:16][CH:17]=[C:18]([C:19]([CH3:20])([CH3:21])[O:22][CH2:41][CH2:42][CH2:43][C:44]([CH2:45][CH3:46])([O:47][Si:48]([CH2:49][CH3:50])([CH2:51][CH3:52])[CH2:53][CH3:54])[CH2:55][CH3:56])[C:23]4([CH3:29])[CH2:24][CH2:25][CH:26]3[C:27]12[CH3:28])([CH3:38])[CH3:39]. The reactants are C1CCOC1, Nc1cccc(C(F)(F)F)c1C(=O)O, Nc1ccccc1, O, O, O. Yields the product Nc1cccc(C(F)(F)F)c1C(=O)Nc1ccccc1. As a reaction SMILES: [CH2:25]1[O:26][CH2:27][CH2:28][CH2:29]1.[NH2:11][c:12]1[c:13]([C:14](=[O:15])[OH:16])[c:17]([C:21]([F:22])([F:23])[F:24])[cH:18][cH:19][cH:20]1.[NH2:1][c:2]1[cH:3][cH:4][cH:5][cH:6][cH:7]1.[OH2:10].[OH2:8].[OH2:9]>>[NH:1]([c:2]1[cH:3][cH:4][cH:5][cH:6][cH:7]1)[C:14]([c:13]1[c:12]([NH2:11])[cH:20][cH:19][cH:18][c:17]1[C:21]([F:22])([F:23])[F:24])=[O:16]. The reactants are CCc1cnc(CCNC(=O)OCc2ccccc2)o1, CO. Yields the product CCc1cnc(CCN)o1. As a reaction SMILES: [CH2:1]([CH3:2])[c:3]1[cH:4][n:5][c:6]([CH2:8][CH2:9][NH:10][C:11](=[O:12])[O:13][CH2:14][c:15]2[cH:16][cH:17][cH:18][cH:19][cH:20]2)[o:7]1.[CH3:21][OH:22]>>[CH2:1]([CH3:2])[c:3]1[cH:4][n:5][c:6]([CH2:8][CH2:9][NH2:10])[o:7]1.